This data is from the Open Reaction Database (ORD), a public repository of structured organic reaction records. The task is: describe an organic reaction: reactants, conditions, products, and yield Reactants: [Na] (sodium), FC1=CC=C(CBr)C=C1 (4-fluorobenzylbromide), NC1=NC=CC=C1 (2-aminopyridine), BrC(C(=O)OCC)CC1=CC=CC=C1 (ethyl 2-bromo-3-phenylpropionate), ice water. Run in C(C)O (ethanol), CCOCC (ether). Reaction conditions: time 1 hour. Yields the product C(C1=CC=CC=C1)C1(C(N=C2N1C=CC=C2)=O)CC2=CC=C(C=C2)F (3-Benzyl-3-(4-fluorobenzyl)imidazo[1,2-a]pyridin-2(3H)-one). The yield is 1.0%. Reaction SMILES: [NH2:1][C:2]1[CH:7]=[CH:6][CH:5]=[CH:4][N:3]=1.Br[CH:9]([CH2:15][C:16]1[CH:21]=[CH:20][CH:19]=[CH:18][CH:17]=1)[C:10](OCC)=[O:11].[Na].[F:23][C:24]1[CH:31]=[CH:30][C:27]([CH2:28]Br)=[CH:26][CH:25]=1>CCOCC.C(O)C>[CH2:15]([C:9]1([CH2:28][C:27]2[CH:30]=[CH:31][C:24]([F:23])=[CH:25][CH:26]=2)[N:3]2[CH:4]=[CH:5][CH:6]=[CH:7][C:2]2=[N:1][C:10]1=[O:11])[C:16]1[CH:21]=[CH:20][CH:19]=[CH:18][CH:17]=1 |^1:21|. Procedure details: 630 mg (6.7 mmol) of 2-aminopyridine and 1.72 g (6.7 mmol) of ethyl 2-bromo-3-phenylpropionate were refluxed under heating in 50 ml of ether for 12 hours. The reaction mixture was allowed to cool to room temperature and ether was removed by decantation. The residue was added with and dissolved in 30 ml of absolute ethanol, which was added to a solution of 150 mg (6.5 mmol) of sodium in 10 ml of absolute ethanol and stirred at room temperature for one hour. Then, 0.8 ml (6.5 mmol) of 4-fluorobenz... The reactants are ClC1=C(C2=C(CCNCC2)C=C1)SCC1=CC=C(C=C1)C(NC(C)(C)C)=O (7-chloro-6-(4-tert-butylcarbamoyl-benzylthio)-2,3,4,5-tetrahydro-1H-benzo[d]azepine), COC1=CC=C(C=C1)P1(SP(S1)(C1=CC=C(C=C1)OC)=S)=S (2,4-bis(4-methoxyphenyl)-1,3-dithia-2,4-diphosphetane-2,4-disulfide). Solvent: O1CCOCC1 (1,4-dioxane). Yields the product ClC1=C(C2=C(CCNCC2)C=C1)SCC1=CC=C(C=C1)C(NC(C)(C)C)=S (7-chloro-6-(4-tert-butylthiocarbamoyl-benzylthio)-2,3,4,5-tetrahydro-1H-benzo[d]azepine). As a reaction SMILES: [Cl:1][C:2]1[CH:12]=[CH:11][C:5]2[CH2:6][CH2:7][NH:8][CH2:9][CH2:10][C:4]=2[C:3]=1[S:13][CH2:14][C:15]1[CH:20]=[CH:19][C:18]([C:21](=O)[NH:22][C:23]([CH3:26])([CH3:25])[CH3:24])=[CH:17][CH:16]=1.COC1C=CC(P2(=S)SP(=S)(C3C=CC(OC)=CC=3)[S:37]2)=CC=1>O1CCOCC1>[Cl:1][C:2]1[CH:12]=[CH:11][C:5]2[CH2:6][CH2:7][NH:8][CH2:9][CH2:10][C:4]=2[C:3]=1[S:13][CH2:14][C:15]1[CH:20]=[CH:19][C:18]([C:21](=[S:37])[NH:22][C:23]([CH3:26])([CH3:25])[CH3:24])=[CH:17][CH:16]=1. Procedure: Combine 7-chloro-6-(4-tert-butylcarbamoyl-benzylthio)-2,3,4,5-tetrahydro-1H-benzo[d]azepine (53 mg, 0.13 mmol) with 2,4-bis(4-methoxyphenyl)-1,3-dithia-2,4-diphosphetane-2,4-disulfide (Lawesson's reagent) (53 mg, 0.13 mmol) in anhydrous 1,4-dioxane (1 mL) in a sealed tube and heat at 100° C. for 2 h. Cool the reaction mixture to room temperature, concentrate in vacuo and purify the residue by SCX chromatography to obtain 7-chloro-6-(4-tert-butylthiocarbamoyl-benzylthio)-2,3,4,5-tetrahydro-1H-ben... Starting materials: N#Cc1ccc(Br)cc1, CCOCC, [Cu]I, O=C([O-])C(F)(F)C(F)(F)F, [Na+], CN(C)C=O, O. Yields the product N#Cc1ccc(C(F)(F)C(F)(F)F)cc1. Reaction SMILES: [Br:1][c:2]1[cH:3][cH:4][c:5]([C:6]#[N:7])[cH:8][cH:9]1.[CH3:27][CH2:28][O:29][CH2:30][CH3:31].[Cu:32][I:33].[F:10][C:11]([C:12]([C:13]([O-:14])=[O:15])([F:16])[F:17])([F:18])[F:19].[Na+:20].[O:21]=[CH:22][N:23]([CH3:24])[CH3:25].[OH2:26]>>[c:2]1([C:12]([C:11]([F:10])([F:18])[F:19])([F:16])[F:17])[cH:3][cH:4][c:5]([C:6]#[N:7])[cH:8][cH:9]1. Reactants: CO, CCOC(C)=O, CCOC(=O)C(C(=O)OCC)c1ccc([N+](=O)[O-])c(N)c1C(=O)OC. The product is CCOC(=O)C(C(=O)OCC)c1ccc(N)c(N)c1C(=O)OC. RXN SMILES: [CH3:26][OH:27].[CH3:28][CH2:29][O:30][C:31]([CH3:32])=[O:33].[NH2:1][c:2]1[c:3]([C:22](=[O:23])[O:24][CH3:25])[c:4]([CH:11]([C:12](=[O:13])[O:14][CH2:15][CH3:16])[C:17](=[O:18])[O:19][CH2:20][CH3:21])[cH:5][cH:6][c:7]1[N+:8]([O-:9])=[O:10]>>[NH2:1][c:2]1[c:3]([C:22](=[O:23])[O:24][CH3:25])[c:4]([CH:11]([C:12](=[O:13])[O:14][CH2:15][CH3:16])[C:17](=[O:18])[O:19][CH2:20][CH3:21])[cH:5][cH:6][c:7]1[NH2:8].